From a dataset of the Open Reaction Database (ORD), a public repository of structured organic reaction records. describe an organic reaction: reactants, conditions, products, and yield The reactants are CC(C)(C)[Si](C)(C)Cl, Nc1ccc(Cl)cc1CO, C1CCOC1, c1c[nH]cn1. Yields the product CC(C)(C)[Si](C)(C)OCc1cc(Cl)ccc1N. Reaction SMILES: [C:16]([CH3:17])([CH3:18])([CH3:19])[Si:20]([Cl:21])([CH3:22])[CH3:23].[NH2:1][c:2]1[c:3]([CH2:9][OH:10])[cH:4][c:5]([Cl:8])[cH:6][cH:7]1.[O:24]1[CH2:25][CH2:26][CH2:27][CH2:28]1.[nH:11]1[cH:12][cH:13][n:14][cH:15]1>>[NH2:1][c:2]1[c:3]([CH2:9][O:10][Si:20]([C:16]([CH3:17])([CH3:18])[CH3:19])([CH3:22])[CH3:23])[cH:4][c:5]([Cl:8])[cH:6][cH:7]1. Starting materials: OCCc1ccc(Br)cc1, CCCCP(CCCC)CCCC, Cc1ccccc1, Cc1cc(Cl)c(O)c(Cl)c1, O=C(N=NC(=O)N1CCCCC1)N1CCCCC1. The product is Cc1cc(Cl)c(OCCc2ccc(Br)cc2)c(Cl)c1. As a reaction SMILES: [Br:1][c:2]1[cH:3][cH:4][c:5]([CH2:8][CH2:9][OH:10])[cH:6][cH:7]1.[CH2:39]([P:40]([CH2:41][CH2:42][CH2:43][CH3:44])[CH2:45][CH2:46][CH2:47][CH3:48])[CH2:49][CH2:50][CH3:51].[CH3:52][c:53]1[cH:54][cH:55][cH:56][cH:57][cH:58]1.[Cl:11][c:12]1[c:13]([OH:20])[c:14]([Cl:19])[cH:15][c:16]([CH3:18])[cH:17]1.[N:21]([C:22]([N:23]1[CH2:24][CH2:25][CH2:26][CH2:27][CH2:28]1)=[O:29])=[N:30][C:31]([N:32]1[CH2:33][CH2:34][CH2:35][CH2:36][CH2:37]1)=[O:38]>>[Br:1][c:2]1[cH:3][cH:4][c:5]([CH2:8][CH2:9][O:10][c:13]2[c:12]([Cl:11])[cH:17][c:16]([CH3:18])[cH:15][c:14]2[Cl:19])[cH:6][cH:7]1. Reactants: C(C)(C)(C)OC(COC1=C(C=C(C=C1)C#N)C#C)=O (tert-butyl(4-cyano-2-ethynylphenoxy)acetate), C(#C)C1=C(C=CC(=C1)S(=O)(=O)CCC)C (2-ethynyl-1-methyl-4-(propane-1-sulfonyl)-benzene), C(C)(C)(C)OC(COC1=C(C=C(C=C1)C#N)C#C)=O (tert-butyl(4-cyano-2-ethynylphenoxy)acetate), C(#C)C1=C(C=CC(=C1)S(=O)(=O)CCC)C (2-ethynyl-1-methyl-4-(propane-1-sulfonyl)-benzene). Product: C(#N)C1=CC(=C(OCC(=O)O)C=C1)C#CC1=C(C=CC(=C1)S(=O)(=O)CC)C ((4-cyano-2-{[5-(ethylsulfonyl)-2-methylphenyl]ethynyl}phenoxy)acetic acid). As a reaction SMILES: C([O:5][C:6](=[O:19])[CH2:7][O:8][C:9]1[CH:14]=[CH:13][C:12]([C:15]#[N:16])=[CH:11][C:10]=1[C:17]#[CH:18])(C)(C)C.C([C:22]1[CH:27]=[C:26]([S:28]([CH2:31][CH2:32]C)(=[O:30])=[O:29])[CH:25]=[CH:24][C:23]=1[CH3:34])#C>>[C:15]([C:12]1[CH:13]=[CH:14][C:9]([O:8][CH2:7][C:6]([OH:5])=[O:19])=[C:10]([C:17]#[C:18][C:24]2[CH:25]=[C:26]([S:28]([CH2:31][CH3:32])(=[O:29])=[O:30])[CH:27]=[CH:22][C:23]=2[CH3:34])[CH:11]=1)#[N:16]. Procedure: Following the general method as outlined in Example 37, starting from tert-butyl(4-cyano-2-ethynyl phenoxy)acetate (Intermediate 46) and 2-ethynyl-1-methyl-4-(propylsulfonyl)benzene (Intermediate 40), the title compound was obtained as a yellow solid. Starting materials: ClC=1C(=NC(=NC1)NC1=CC2=C(CCN(CC2)C(C(F)(F)F)=O)C=C1)NC1=C(C(=O)NC)C=CC=C1 (2-{5-Chloro-2-[3-(2,2,2-trifluoro-acetyl)-2,3,4,5-tetrahydro-1H-benzo[d]azepin-7-ylamino]-pyrimidin-4-ylamino}-N-methyl-benzamide), C([O-])([O-])=O.[K+].[K+] (potassium carbonate). The solvent is CO (methanol). Run at time 8 hour. Yields the product ClC=1C(=NC(=NC1)NC1=CC2=C(CCNCC2)C=C1)NC1=C(C(=O)NC)C=CC=C1 (2-[5-Chloro-2-(2,3,4,5-tetrahydro-1H-benzo[d]azepin-7-ylamino)-pyrimidin-4-ylamino]-N-methyl-benzamide). RXN SMILES: [Cl:1][C:2]1[C:3]([NH:26][C:27]2[CH:36]=[CH:35][CH:34]=[CH:33][C:28]=2[C:29]([NH:31][CH3:32])=[O:30])=[N:4][C:5]([NH:8][C:9]2[CH:25]=[CH:24][C:12]3[CH2:13][CH2:14][N:15](C(=O)C(F)(F)F)[CH2:16][CH2:17][C:11]=3[CH:10]=2)=[N:6][CH:7]=1.C(=O)([O-])[O-].[K+].[K+]>CO>[Cl:1][C:2]1[C:3]([NH:26][C:27]2[CH:36]=[CH:35][CH:34]=[CH:33][C:28]=2[C:29]([NH:31][CH3:32])=[O:30])=[N:4][C:5]([NH:8][C:9]2[CH:25]=[CH:24][C:12]3[CH2:13][CH2:14][NH:15][CH2:16][CH2:17][C:11]=3[CH:10]=2)=[N:6][CH:7]=1 |f:1.2.3|. Procedure: 2-{5-Chloro-2-[3-(2,2,2-trifluoro-acetyl)-2,3,4,5-tetrahydro-1H-benzo[d]azepin-7-ylamino]-pyrimidin-4-ylamino}-N-methyl-benzamide (350 mg/0.67 mmol) was dissolved in methanol (5 mL) and treated with solid potassium carbonate (500 mg/3.2 mmol). The suspension was allowed to stir at room temperature overnight. The resulting opaque solution was concentrated and taken up in 10% methanol/methylene chloride. This mixture was filtered and concentrated to afford 2-[5-Chloro-2-(2,3,4,5-tetrahydro-1H-benz...